Dataset: the Open Reaction Database (ORD), a public repository of structured organic reaction records. Task: describe an organic reaction: reactants, conditions, products, and yield The reactants are [BH4-], Br, CCO, Cl, CC1COC(O)(c2ccc(F)c(F)c2)C(C)N1, [Na+], O, O. Yields the product CC(CO)NC(C)C(O)c1ccc(F)c(F)c1. As a reaction SMILES: [BH4-:23].[BrH:1].[CH2:20]([OH:21])[CH3:22].[ClH:25].[F:2][c:3]1[cH:4][c:5]([C:10]2([OH:18])[O:11][CH2:12][CH:13]([CH3:17])[NH:14][CH:15]2[CH3:16])[cH:6][cH:7][c:8]1[F:9].[Na+:24].[OH2:19].[OH2:26]>>[F:2][c:3]1[cH:4][c:5]([CH:10]([CH:15]([NH:14][CH:13]([CH2:12][OH:11])[CH3:17])[CH3:16])[OH:18])[cH:6][cH:7][c:8]1[F:9]. The reactants are Fc1ccc(Br)nc1, C=C(OCC)[Sn](CCCC)(CCCC)CCCC, CC#N, Cl, [Cu]I, [Na+], O=C([O-])O. The product is CC(=O)c1ccc(F)cn1. Reaction SMILES: [Br:1][c:2]1[n:3][cH:4][c:5]([F:8])[cH:6][cH:7]1.[CH2:9]([CH3:10])[O:11][C:12]([Sn:13]([CH2:14][CH2:15][CH2:16][CH3:17])([CH2:18][CH2:19][CH2:20][CH3:21])[CH2:22][CH2:23][CH2:24][CH3:25])=[CH2:26].[CH3:33][C:34]#[N:35].[ClH:27].[Cu:36][I:37].[Na+:32].[O-:28][C:29]([OH:30])=[O:31]>>[c:2]1([C:9]([CH3:10])=[O:11])[n:3][cH:4][c:5]([F:8])[cH:6][cH:7]1.